Dataset: the Open Reaction Database (ORD), a public repository of structured organic reaction records. Task: describe an organic reaction: reactants, conditions, products, and yield The reactants are aqueous solution, [OH-].[Na+] (sodium hydroxide), tosyl chloride chloride, C1(=CC=CC=C1)N1N=NN=C1S (1-phenyl-1H-tetrazole-5-thiol), FC(CCC(CCO)O)=C(F)F (6,7,7-trifluoro-6-heptene-1,3-diol), O (water). Reagents/catalysts: [Br-].C(CCC)[N+](CCCC)(CCCC)CCCC (tetrabutylammonium bromide). Solvent: C1(=CC=CC=C1)C (toluene). Reaction conditions: time 30 minute. The product is FC(CCC(CCSC1=NN=NN1C1=CC=CC=C1)O)=C(F)F (6,7,7-trifluoro-1-[(1-phenyl-1H-tetrazol-5-yl)thio]-6-hepten-3-ol). Isolated yield 75.0%. Reaction SMILES: [F:1][C:2](=[C:10]([F:12])[F:11])[CH2:3][CH2:4][CH:5]([OH:9])[CH2:6][CH2:7]O.[OH-].[Na+].[C:15]1([N:21]2[C:25]([SH:26])=[N:24][N:23]=[N:22]2)[CH:20]=[CH:19][CH:18]=[CH:17][CH:16]=1.O>C1(C)C=CC=CC=1.[Br-].C([N+](CCCC)(CCCC)CCCC)CCC>[F:1][C:2](=[C:10]([F:12])[F:11])[CH2:3][CH2:4][CH:5]([OH:9])[CH2:6][CH2:7][S:26][C:25]1[N:21]([C:15]2[CH:20]=[CH:19][CH:18]=[CH:17][CH:16]=2)[N:22]=[N:23][N:24]=1 |f:1.2,6.7|. Procedure details: Compound 3 (3.87 g) was dissolved in toluene (50 mL) and a 2N aqueous solution of sodium hydroxide (50 mL), and tetrabutylammonium bromide (700 mg) and tosyl chloride chloride (4.10 g) were added thereto under ice cooling, followed by stirring for 30 min. To the reaction solution 1-phenyl-1H-tetrazole-5-thiol (4.60 g) was added, followed by stirring at 60° C. overnight. The reaction solution was poured into water and extracted with tert-butyl methyl ether. The organic layer was washed with satur... Reactants: CC(=O)OI1(C=2C=CC=CC2C(=O)O1)(OC(=O)C)OC(=O)C (Dess-Martin periodinane), OC(CCCCCCCC)C1=CC=C(C=O)C=C1 (4-(1-Hydroxynon-1-yl)benzaldehyde). Run in C(Cl)Cl (CH2Cl2). Conditions: time 1 hour. The product is C(CCCCCCCC)(=O)C1=CC=C(C=O)C=C1 (4-(Non-1-oyl)benzaldehyde). The yield is 88.3%. Reaction SMILES: CC(OI1(OC(C)=O)(OC(C)=O)OC(=O)C2C=CC=CC1=2)=O.[OH:23][CH:24]([C:33]1[CH:40]=[CH:39][C:36]([CH:37]=[O:38])=[CH:35][CH:34]=1)[CH2:25][CH2:26][CH2:27][CH2:28][CH2:29][CH2:30][CH2:31][CH3:32]>C(Cl)Cl>[C:24]([C:33]1[CH:40]=[CH:39][C:36]([CH:37]=[O:38])=[CH:35][CH:34]=1)(=[O:23])[CH2:25][CH2:26][CH2:27][CH2:28][CH2:29][CH2:30][CH2:31][CH3:32]. Procedure: Dess-Martin periodinane (0.268 g, 0.632 mmol) was added to a solution of 4-(1-hydroxynon-1-yl)benzaldehyde (0.125 g, 0.505 mmol) from Step A in CH2Cl2 (3.0 ml). After 1 h, the reaction was filtered and concentrated. Silica gel chromatography eluting with 19:1 v/v hexane/EtOAc gave 0.107 g (0.446 mmol, 88%) of the title compound: 1H NMR (500 MHz) δ 10.1 (s, 1H), 8.10 (d, J=8.2, 2H), 7.97 (d, J=8.2, 2H), 3.00 (t, J=7.3, 2H), 1.70-1.8 (m, 2H), 1.22-1.42 (m, 10H), 0.88 (t, J=7.0, 3H). Reactants: BrCC=1C(=CC(=NC1)F)I (5-bromomethyl-2-fluoro-4-iodo-pyridine), [N-]=[N+]=[N-].[Na+] (sodium azide), 18-crown ether. Run in CN(C=O)C (dimethylformamide), C(Cl)(Cl)Cl (chloroform). Conditions: time 4 hour. Product: N(=[N+]=[N-])CC=1C(=CC(=NC1)F)I (5-Azidomethyl-2-fluoro-4-iodo-pyridine). The yield is 82.0%. Reaction SMILES: Br[CH2:2][C:3]1[C:4]([I:10])=[CH:5][C:6]([F:9])=[N:7][CH:8]=1.[N-:11]=[N+:12]=[N-:13].[Na+]>CN(C)C=O.C(Cl)(Cl)Cl>[N:11]([CH2:2][C:3]1[C:4]([I:10])=[CH:5][C:6]([F:9])=[N:7][CH:8]=1)=[N+:12]=[N-:13] |f:1.2|. Reported procedure: Combine 5-bromomethyl-2-fluoro-4-iodo-pyridine (0.45 g, 1.4 mmol), sodium azide (370 mg, 5.7 mmol), and 18-crown ether (45 mg, 0.17 mml) in dimethylformamide (10 mL) in a round bottom flask. Stir the mixture for 4 hours at room temperature. Dilute the reaction mixture with chloroform, and wash with water and saturated aqueous sodium chloride. Separate the organic layer from the aqueous layer and dry over MgSO4. After filtration, evaporate the organic solvent in vacuo to give a crude product. Pur... Starting materials: FC(C(=O)O)(F)F (trifluoracetic acid), FC1=C(C=CC=C1)C1=CC(=CN1S(=O)(=O)C1=CC(=CC=C1)OCC(=O)NC)CN(C(OC(C)(C)C)=O)C (tert-butyl ((5-(2-fluorophenyl)-1-((3-(2-(methylamino)-2-oxoethoxy)phenyl)sulfonyl)-1H-pyrrol-3-yl)methyl)(methyl)carbamate), C([O-])(O)=O.[Na+] (sodium bicarbonate). The solvent is ClCCl (dichloromethane). Reaction conditions: time 1 hour. The product is FC1=C(C=CC=C1)C=1N(C=C(C1)CNC)S(=O)(=O)C=1C=C(OCC(=O)NC)C=CC1 (2-(3-((2-(2-fluorophenyl)-4-((methylamino)methyl)-1H-pyrrol-1-yl)sulfonyl)phenoxy)-N-methylacetamide). Reaction SMILES: [F:1][C:2]1[CH:7]=[CH:6][CH:5]=[CH:4][C:3]=1[C:8]1[N:12]([S:13]([C:16]2[CH:21]=[CH:20][CH:19]=[C:18]([O:22][CH2:23][C:24]([NH:26][CH3:27])=[O:25])[CH:17]=2)(=[O:15])=[O:14])[CH:11]=[C:10]([CH2:28][N:29](C)[C:30](=O)OC(C)(C)C)[CH:9]=1.FC(F)(F)C(O)=O.C(=O)(O)[O-].[Na+]>ClCCl>[F:1][C:2]1[CH:7]=[CH:6][CH:5]=[CH:4][C:3]=1[C:8]1[N:12]([S:13]([C:16]2[CH:17]=[C:18]([CH:19]=[CH:20][CH:21]=2)[O:22][CH2:23][C:24]([NH:26][CH3:27])=[O:25])(=[O:15])=[O:14])[CH:11]=[C:10]([CH2:28][NH:29][CH3:30])[CH:9]=1 |f:2.3|. Reported procedure: tert-Butyl ((5-(2-fluorophenyl)-1-((3-(2-(methylamino)-2-oxoethoxy)phenyl)sulfonyl)-1H-pyrrol-3-yl)methyl)(methyl)carbamate 1j (60 mg, 0.11 mmol) was dissolved in 8 mL of dichloromethane, followed by addition of 2 mL of trifluoracetic acid, and then the reaction solution was stirred for 1 h. 20 mL of saturated sodium bicarbonate solution was added, and the reaction solution was extracted with dichloromethane (30 mL×2). The organic phases were combined, dried over anhydrous sodium sulfate, filter... Yield: 90.9%. Run at time 20 hour. Run in C1CCOC1 (THF), C(C)O (ethanol), [OH-].[K+] (KOH). Procedure: To a stirred solution of 3,5-bis(3-chlorophenyl)-4-(2-hydroxyethoxy)benzoic acid ethyl ester (2.009 g, 4.658 mmol) in THF (30 ml) and ethanol (15 ml) was added IN KOH (9.32 ml). After 20 h, the reaction was concentrated in vac. The residue was diluted with water (40 ml) and acidified with 2N HCl (9.32 ml). After 2 h, the solids were collected, rinsed with water, dissolved in EtOAc, dried over Na2SO4, filtered, concentrated in vac, and the residue dried to give the desired product as a white soli... As a reaction SMILES: C([O:3][C:4](=[O:29])[C:5]1[CH:10]=[C:9]([C:11]2[CH:16]=[CH:15][CH:14]=[C:13]([Cl:17])[CH:12]=2)[C:8]([O:18][CH2:19][CH2:20][OH:21])=[C:7]([C:22]2[CH:27]=[CH:26][CH:25]=[C:24]([Cl:28])[CH:23]=2)[CH:6]=1)C>C1COCC1.C(O)C.[OH-].[K+]>[Cl:17][C:13]1[CH:12]=[C:11]([C:9]2[CH:10]=[C:5]([CH:6]=[C:7]([C:22]3[CH:27]=[CH:26][CH:25]=[C:24]([Cl:28])[CH:23]=3)[C:8]=2[O:18][CH2:19][CH2:20][OH:21])[C:4]([OH:29])=[O:3])[CH:16]=[CH:15][CH:14]=1 |f:3.4|. The product is ClC=1C=C(C=CC1)C=1C=C(C(=O)O)C=C(C1OCCO)C1=CC(=CC=C1)Cl (3,5-bis(3-chlorophenyl)-4-(2-hydroxyethoxy)benzoic Acid). The reactants are C(C)OC(C1=CC(=C(C(=C1)C1=CC(=CC=C1)Cl)OCCO)C1=CC(=CC=C1)Cl)=O (3,5-bis(3-chlorophenyl)-4-(2-hydroxyethoxy)benzoic acid ethyl ester). RXN SMILES: [Cl:1][C:2]1[CH:7]=[CH:6][C:5]([OH:8])=[CH:4][CH:3]=1.[CH2:9](Br)[C:10]([C:12]1[CH:17]=[CH:16][CH:15]=[CH:14][CH:13]=1)=[O:11].O>CN(C)C=O>[Cl:1][C:2]1[CH:7]=[CH:6][C:5]([O:8][CH2:9][C:10]([C:12]2[CH:17]=[CH:16][CH:15]=[CH:14][CH:13]=2)=[O:11])=[CH:4][CH:3]=1. Procedure details: To a solution of 4-chlorophenol (0.774 g) and phenacyl bromide (1 g) in N,N-dimethyl formamide (10 ml) potassium carbonate (3.5 g) was added. The mixture was refluxed with stirring for 2 h. After cooling the reaction mixture was poured into water (50 ml) and extracted with dichloromethane (3×20 ml). The combined organic layers were washed with water (20 ml) and brine (20 ml), dried (MgSO4), and evaporated. The crude was purified by flash chromatography on silica gel (petrol ether/ethyl acetate 1... The solvent is CN(C=O)C (N,N-dimethyl formamide). Conditions: time 2 hour. Yields the product ClC1=CC=C(OCC(=O)C2=CC=CC=C2)C=C1 (2-(4-chlorophenoxy)-1-phenylethanone). Starting materials: ClC1=CC=C(C=C1)O (4-chlorophenol), C(C(=O)C1=CC=CC=C1)Br (phenacyl bromide), O (water). Isolated yield 98.4%.